Dataset: the Open Reaction Database (ORD), a public repository of structured organic reaction records. Task: describe an organic reaction: reactants, conditions, products, and yield Starting materials: CC(C)(C)OC(=O)N1CC2=CC=CC=C2C[C@H]1C(=O)O (N-Boc-L-1,2,3,4-tetrahydroisoquinoline-3-carboxylic acid), ClC=1C=C(CN)C=CC1 (3-chlorobenzylamine). Yields the product ClC=1C=C(CNC(=O)[C@H]2N(CC3=CC=CC=C3C2)C(=O)OC(C)(C)C)C=CC1 (N-(3-chlorobenzyl) 2-Boc-1,2,3,4-tetrahydroisoquinoline-3(S)-carboxamide). Reaction SMILES: [CH3:1][C:2]([O:5][C:6]([N:8]1[C@H:17]([C:18](O)=[O:19])[CH2:16][C:15]2[C:10](=[CH:11][CH:12]=[CH:13][CH:14]=2)[CH2:9]1)=[O:7])([CH3:4])[CH3:3].[Cl:21][C:22]1[CH:23]=[C:24]([CH:27]=[CH:28][CH:29]=1)[CH2:25][NH2:26]>>[Cl:21][C:22]1[CH:23]=[C:24]([CH:27]=[CH:28][CH:29]=1)[CH2:25][NH:26][C:18]([C@@H:17]1[CH2:16][C:15]2[C:10](=[CH:11][CH:12]=[CH:13][CH:14]=2)[CH2:9][N:8]1[C:6]([O:5][C:2]([CH3:3])([CH3:4])[CH3:1])=[O:7])=[O:19]. Procedure: N-Boc-L-1,2,3,4-tetrahydroisoquinoline-3-carboxylic acid (Bachem) was coupled with 3-chlorobenzylamine using standard peptide coupling procedures to give the title compound. Conditions: temperature 23 celsius, time 16 hour. The yield is 95.0%. Product: O=C1NC(=NC2=CC(=CC=C12)C1=CC=CC=C1)N1N=CC(=C1)C(=O)O (1-(4-oxo-7-phenyl-3,4-dihydro-quinazolin-2-yl)-1H-pyrazole-4-carboxylic acid). RXN SMILES: [OH-].[K+].C([O:5][C:6]([C:8]1[CH:9]=[N:10][N:11]([C:13]2[NH:22][C:21](=[O:23])[C:20]3[C:15](=[CH:16][C:17]([C:24]4[CH:29]=[CH:28][CH:27]=[CH:26][CH:25]=4)=[CH:18][CH:19]=3)[N:14]=2)[CH:12]=1)=[O:7])C.O>C1COCC1>[O:23]=[C:21]1[C:20]2[C:15](=[CH:16][C:17]([C:24]3[CH:25]=[CH:26][CH:27]=[CH:28][CH:29]=3)=[CH:18][CH:19]=2)[N:14]=[C:13]([N:11]2[CH:12]=[C:8]([C:6]([OH:7])=[O:5])[CH:9]=[N:10]2)[NH:22]1 |f:0.1|. Run in C1CCOC1 (THF). Procedure: Potassium hydroxide (37.4 mg, 0.666 mmol) was added to a mixture of 1-(4-oxo-7-phenyl-3,4-dihydro-quinazolin-2-yl)-1H-pyrazole-4-carboxylic acid ethyl ester (48.0 mg, 0.133 mmol), water (0.8 mL) and THF (0.8 mL). The mixture was stirred for 16 h at 23° C. The reaction mixture was concentrated under reduced pressure to remove the THF and the aqueous residue was acidified to pH 2 with 1M aq. HCl. The resulting precipitate was collected by filtration to provide the titled compound (42.0 mg, 85%). M... Reactants: [OH-].[K+] (Potassium hydroxide), C(C)OC(=O)C=1C=NN(C1)C1=NC2=CC(=CC=C2C(N1)=O)C1=CC=CC=C1 (1-(4-oxo-7-phenyl-3,4-dihydro-quinazolin-2-yl)-1H-pyrazole-4-carboxylic acid ethyl ester), O (water). Starting materials: S1C=C(C=C1)C1=CC=CC=2N1N=C(N2)N (5-(3-thienyl)[1,2,4]triazolo[1,5-a]pyridin-2-amine), BrC=1C=CC=2N(C1)N=C(N2)NC(C2=CC=CC=C2)=O (N-(6-bromo[1,2,4]triazolo[1,5-a]pyridin-2-yl)benzamide), OC=1C=C(C=CC1)B(O)O (3-hydroxyphenylboronic acid). The product is OC=1C=C(C=CC1)C=1C=CC=2N(C1)N=C(N2)NC(C2=CC=CC=C2)=O (N-[6-(3-hydroxyphenyl)[1,2,4]triazolo[1,5-a]pyridin-2-yl]benzamide). Yield: 12.0%. Reaction SMILES: S1C=CC(C2N3N=C(N)N=C3C=CC=2)=C1.Br[C:17]1[CH:18]=[CH:19][C:20]2[N:21]([N:23]=[C:24]([NH:26][C:27](=[O:34])[C:28]3[CH:33]=[CH:32][CH:31]=[CH:30][CH:29]=3)[N:25]=2)[CH:22]=1.[OH:35][C:36]1[CH:37]=[C:38](B(O)O)[CH:39]=[CH:40][CH:41]=1>>[OH:35][C:36]1[CH:41]=[C:40]([C:17]2[CH:18]=[CH:19][C:20]3[N:21]([N:23]=[C:24]([NH:26][C:27](=[O:34])[C:28]4[CH:33]=[CH:32][CH:31]=[CH:30][CH:29]=4)[N:25]=3)[CH:22]=2)[CH:39]=[CH:38][CH:37]=1. Procedure details: The title compound was prepared following procedure described for intermediate A1, step a), but starting from N-(6-bromo[1,2,4]triazolo[1,5-a]pyridin-2-yl)benzamide ((B5), 75 mg; 0.24 mmol; 1.0 eq.) and 3-hydroxyphenylboronic acid (65 mg; 0.47 mmol; 2.0 eq.). Purification by flash chromatography on silica (EtOAc/c-Hex, gradient from 50:50 to 100:0) gave the title compound as a brown solid (9.5 mg, 12%). HPLC, Rt: 2.59 min. (purity 91.6%). LC/MS, M+(ESI): 331.1, M−(ESI): 329.1.